This data is from the Open Reaction Database (ORD), a public repository of structured organic reaction records. The task is: describe an organic reaction: reactants, conditions, products, and yield Reactants: CC#N, [O-][Cl+][O-], Cn1nc(-c2cc(C=O)c(Cl)cc2F)c(Cl)c1OC(F)F, Cl, [Na+], [Na+], O, O, O, OO, O=P([O-])(O)O. The product is Cn1nc(-c2cc(C(=O)O)c(Cl)cc2F)c(Cl)c1OC(F)F. RXN SMILES: [CH3:38][C:39]#[N:40].[Cl+:32]([O-:33])[O-:34].[Cl:9][c:10]1[c:11]([CH:12]=[O:13])[cH:14][c:15](-[c:19]2[n:20][n:21]([CH3:29])[c:22]([O:25][CH:26]([F:27])[F:28])[c:23]2[Cl:24])[c:16]([F:18])[cH:17]1.[ClH:36].[Na+:35].[Na+:8].[OH2:1].[OH2:2].[OH2:37].[OH:30][OH:31].[P:3]([O-:4])([OH:5])([OH:6])=[O:7]>>[Cl:9][c:10]1[c:11]([C:12](=[O:13])[OH:33])[cH:14][c:15](-[c:19]2[n:20][n:21]([CH3:29])[c:22]([O:25][CH:26]([F:27])[F:28])[c:23]2[Cl:24])[c:16]([F:18])[cH:17]1. Run in CN(C)C=O (DMF). The product is C(C=C)C1C(N(C(C(C1)C1=CC(=CC=C1)Cl)C1=CC=C(C=C1)Cl)C(CNC(C)=O)CC)=O (N-((SR)-2-((3SR,5RS,6SR)-3-allyl-5-(3-chlorophenyl)-6-(4-chlorophenyl)-2-oxopiperidin-1-yl)butyl)acetamide). Procedure: To a solution of 53 mg (0.123 mmol) of (3SR,5RS,6SR)-3-allyl-1-((RS)-1-aminobutan-2-yl)-5-(3-chlorophenyl)-6-(4-chlorophenyl)piperidin-2-one (Step B) in DMF (307 μL) was added acetic anhydride (116 μL, 1.229 mmol) at 25° C. After being stirred at 25° C. for 14h the reaction was quenched (H2O) and extracted (2×EtOAc). The combined organic layers were washed with sat. NaCl solution, dried over Na2SO4, filtered and the filtrate was concentrated under reduced pressure. Separation by reversed phase H... Starting materials: C(C=C)C1C(N(C(C(C1)C1=CC(=CC=C1)Cl)C1=CC=C(C=C1)Cl)C(CN)CC)=O ((3SR,5RS,6SR)-3-allyl-1-((SR)-1-aminobutan-2-yl)-5-(3-chlorophenyl)-6-(4-chlorophenyl)piperidin-2-one), C(C)(=O)OC(C)=O (acetic anhydride), 14h. RXN SMILES: [CH2:1]([CH:4]1[CH2:9][CH:8]([C:10]2[CH:15]=[CH:14][CH:13]=[C:12]([Cl:16])[CH:11]=2)[CH:7]([C:17]2[CH:22]=[CH:21][C:20]([Cl:23])=[CH:19][CH:18]=2)[N:6]([CH:24]([CH2:27][CH3:28])[CH2:25][NH2:26])[C:5]1=[O:29])[CH:2]=[CH2:3].[C:30](OC(=O)C)(=[O:32])[CH3:31]>CN(C=O)C>[CH2:1]([CH:4]1[CH2:9][CH:8]([C:10]2[CH:15]=[CH:14][CH:13]=[C:12]([Cl:16])[CH:11]=2)[CH:7]([C:17]2[CH:18]=[CH:19][C:20]([Cl:23])=[CH:21][CH:22]=2)[N:6]([CH:24]([CH2:27][CH3:28])[CH2:25][NH:26][C:30](=[O:32])[CH3:31])[C:5]1=[O:29])[CH:2]=[CH2:3]. Conditions: time 4.5 hour. Yields the product BrC1=C(C(=CC(=C1)C1=C2C=CC=CC2=C(C2=C1C1=C(S2)C=CC=C1)Br)Br)OP(O)(O)=O (Phosphoric acid Mono-[2,6-dibromo-4-(6-bromo-benzo[b]naphtho[2,3-d]thiophen-11-yl)-phenyl ]ester). Reported procedure: HCl (4 N in dioxane, 1.5 mL, 6 mmol) was added to a room temp[erature, stirred solution of phosphoric acid di-tert-butyl ester 2,6-dibromo-4-(6-bromo-benzo [b]naphtho[2,3-d]thiophen-11-yl)-phenyl ester (0.290 g, 0.384 mmol) in dioxane (6 mL). After 4.5 h, the solvent was removed and the solid was triturated with ether, petroleum ether and dried in vacuo to provide the title compound as a white solid (0.220, 86%): NMR (DMSO-d6); δ8.29 (d, J=8 Hz, 1 H), 8.08 (d, J=8 Hz, 1 H), 7.83 (s, 2 H), 7.80 (... Reactants: Cl (HCl), BrC1=C(C(=CC(=C1)C1=C2C=CC=CC2=C(C2=C1C1=C(S2)C=CC=C1)Br)Br)OP(OC(C)(C)C)(OC(C)(C)C)=O (phosphoric acid di-tert-butyl ester 2,6-dibromo-4-(6-bromo-benzo [b]naphtho[2,3-d]thiophen-11-yl)-phenyl ester). Yield: 86.0%. Run in O1CCOCC1 (dioxane). Reaction SMILES: Cl.[Br:2][C:3]1[CH:8]=[C:7]([C:9]2[C:18]3[C:19]4[CH:25]=[CH:24][CH:23]=[CH:22][C:20]=4[S:21][C:17]=3[C:16]([Br:26])=[C:15]3[C:10]=2[CH:11]=[CH:12][CH:13]=[CH:14]3)[CH:6]=[C:5]([Br:27])[C:4]=1[O:28][P:29](=[O:40])([O:35]C(C)(C)C)[O:30]C(C)(C)C>O1CCOCC1>[Br:2][C:3]1[CH:8]=[C:7]([C:9]2[C:18]3[C:19]4[CH:25]=[CH:24][CH:23]=[CH:22][C:20]=4[S:21][C:17]=3[C:16]([Br:26])=[C:15]3[C:10]=2[CH:11]=[CH:12][CH:13]=[CH:14]3)[CH:6]=[C:5]([Br:27])[C:4]=1[O:28][P:29](=[O:30])([OH:35])[OH:40].